Dataset: the Open Reaction Database (ORD), a public repository of structured organic reaction records. Task: describe an organic reaction: reactants, conditions, products, and yield The reactants are ClC1=CC=NC=2CC(CC(C12)=O)C1=C(C=CC=C1)Cl (4-chloro-7-(2-chlorophenyl)-5,6,7,8-tetrahydroquinolin-5-one), C(=N)(N)NN.Cl (aminoguanidine hydrochloride), Cl (hydrochloric acid), O (water), C(C)O (ethanol). Reaction conditions: temperature 50 celsius, time 5 hour. The product is Cl.ClC1=C(C=CC=C1)C1CC(C=2C(=CC=NC2C1)OCC)=NNC(=N)N (7-(2-chlorophenyl)-4-ethoxy-5-guanidinoimino-5,6,7,8-tetrahydroquinoline hydrochloride), Cl.ClC1=C(C=CC=C1)C1CC(C=2C(C=CNC2C1)=O)=NNC(=N)N (7-(2-chlorophenyl)-5-guanidinoimino-1,4,5,6,7,8-hexahydroquinoline-4-one hydrochloride). As a reaction SMILES: [Cl:1][C:2]1[C:11]2[C:10](=O)[CH2:9][CH:8]([C:13]3[CH:18]=[CH:17][CH:16]=[CH:15][C:14]=3[Cl:19])[CH2:7][C:6]=2[N:5]=[CH:4][CH:3]=1.[C:20]([NH:23][NH2:24])([NH2:22])=[NH:21].[ClH:25].Cl.[OH2:27].[CH2:28]([OH:30])[CH3:29]>>[ClH:1].[Cl:19][C:14]1[CH:15]=[CH:16][CH:17]=[CH:18][C:13]=1[CH:8]1[CH2:7][C:6]2[N:5]=[CH:4][CH:3]=[C:2]([O:30][CH2:28][CH3:29])[C:11]=2[C:10](=[N:24][NH:23][C:20]([NH2:22])=[NH:21])[CH2:9]1.[ClH:25].[Cl:19][C:14]1[CH:15]=[CH:16][CH:17]=[CH:18][C:13]=1[CH:8]1[CH2:7][C:6]2[NH:5][CH:4]=[CH:3][C:2](=[O:27])[C:11]=2[C:10](=[N:24][NH:23][C:20]([NH2:22])=[NH:21])[CH2:9]1 |f:1.2,6.7,8.9|. Procedure: A mixture of 4-chloro-7-(2-chlorophenyl)-5,6,7,8-tetrahydroquinolin-5-one (0.1 g), aminoguanidine hydrochloride (0.040 g), concentrated hydrochloric acid (0.034 ml), water (0.034 ml) and ethanol (20 ml) was stirred at room temperature for 30 minutes and at 50° C. for 5 hours. Under reduced pressure, the solvent was evaporated, and the residue was dissolved in water. The solution was washed with ethyl acetate, and to the solution was added sodium hydrogen carbonate solution. The mixture was extra... The reactants are C(CCC)[Li] (n-Butyllithium), solution, C(C1=CC=CC=C1)Br (Benzyl bromide), O[C@@H](CC(=O)OC)CCC (methyl (3R)-3-hydroxyhexanoate), C(C)(C)NC(C)C (Diisopropylamine), C(CC(O)(C(=O)O)CC(=O)O)(=O)O (citric acid). Run in hexanes, C1CCOC1.CN(C)P(=O)(N(C)C)N(C)C (THF HMPA), C1CCOC1 (THF), C1CCOC1 (THF). Run at temperature -78 celsius, time 30 minute. The product is C(C1=CC=CC=C1)[C@@H](C(=O)OC)[C@@H](CCC)O (methyl (2R,3R)-2-benzyl-3-hydroxyhexanoate). The yield is 46.8%. As a reaction SMILES: C(NC(C)C)(C)C.C([Li])CCC.[OH:13][C@H:14]([CH2:20][CH2:21][CH3:22])[CH2:15][C:16]([O:18][CH3:19])=[O:17].[CH2:23](Br)[C:24]1[CH:29]=[CH:28][CH:27]=[CH:26][CH:25]=1.C(O)(=O)CC(CC(O)=O)(C(O)=O)O>C1COCC1.C1COCC1.CN(P(N(C)C)(N(C)C)=O)C>[CH2:23]([C@H:15]([C@H:14]([OH:13])[CH2:20][CH2:21][CH3:22])[C:16]([O:18][CH3:19])=[O:17])[C:24]1[CH:29]=[CH:28][CH:27]=[CH:26][CH:25]=1 |f:6.7|. Reported procedure: Diisopropylamine (8.61 mL, 65.7 mmol) is dissolved in 40 mL of anhydrous THF and chilled to 0° C. n-Butyllithium (30.1 mL of a 2.0M solution in hexanes, 60.2 mmol) is added dropwise over 10 min and the resulting pale yellow solution cooled to −78° C. A 15-mL THF solution of methyl (3R)-3-hydroxyhexanoate (4.00 g, 27.4 mmol) is added over 10 min and stirred for 30 min. Benzyl bromide (3.60 mL, 30.1 mmol) is dissolved in 12 mL of a 1:1 THF/HMPA solution and added at −78° C. dropwise. The resulting... The reactants are CCO, Nc1ccc(Cl)c(-c2ccccn2)c1, O=C(Nc1ccc(Cl)c(-c2ccccn2)c1)c1ccc([N+](=O)[O-])cc1, Cl, O=C(O)c1ccc([N+](=O)[O-])cc1, Cl[Sn]Cl. Yields the product Nc1ccc(C(=O)Nc2ccc(Cl)c(-c3ccccn3)c2)cc1. As a reaction SMILES: [CH3:56][CH2:57][OH:58].[Cl:1][c:2]1[cH:3][cH:4][c:5]([NH2:6])[cH:7][c:8]1-[c:9]1[cH:10][cH:11][cH:12][cH:13][n:14]1.[Cl:27][c:28]1[c:29](-[c:46]2[n:47][cH:48][cH:49][cH:50][cH:51]2)[cH:30][c:31]([NH:34][C:35]([c:36]2[cH:37][cH:38][c:39]([N+:42]([O-:43])=[O:44])[cH:40][cH:41]2)=[O:45])[cH:32][cH:33]1.[ClH:55].[OH:15][C:16]([c:17]1[cH:18][cH:19][c:20]([N+:21](=[O:22])[O-:23])[cH:24][cH:25]1)=[O:26].[Sn:52]([Cl:53])[Cl:54]>>[Cl:27][c:28]1[c:29](-[c:46]2[n:47][cH:48][cH:49][cH:50][cH:51]2)[cH:30][c:31]([NH:34][C:35]([c:36]2[cH:37][cH:38][c:39]([NH2:42])[cH:40][cH:41]2)=[O:45])[cH:32][cH:33]1. Starting materials: Brc1ccccc1I, COC(C)(C)C, C1CCOC1, Cc1cc(C)cc(P(Cl)c2cc(C)cc(C)c2)c1, CC(C)[Mg+], [Cl-]. Yields the product Cc1cc(C)cc(P(c2cc(C)cc(C)c2)c2ccccc2Br)c1. As a reaction SMILES: [Br:1][c:2]1[c:3]([I:8])[cH:4][cH:5][cH:6][cH:7]1.[C:37]([O:38][CH3:39])([CH3:40])([CH3:41])[CH3:42].[CH2:32]1[O:33][CH2:34][CH2:35][CH2:36]1.[CH3:14][c:15]1[cH:16][c:17]([P:22]([Cl:23])[c:24]2[cH:25][c:26]([CH3:31])[cH:27][c:28]([CH3:30])[cH:29]2)[cH:18][c:19]([CH3:21])[cH:20]1.[CH:10]([Mg+:11])([CH3:12])[CH3:13].[Cl-:9]>>[Br:1][c:2]1[c:3]([P:22]([c:17]2[cH:16][c:15]([CH3:14])[cH:20][c:19]([CH3:21])[cH:18]2)[c:24]2[cH:25][c:26]([CH3:31])[cH:27][c:28]([CH3:30])[cH:29]2)[cH:4][cH:5][cH:6][cH:7]1. Starting materials: ClC1=NC=C(C=C1)C(F)(F)F (2-chloro-5-(trifluoro-methyl)pyridine), ClC1=C(C=CC(=C1)Cl)C1=NC(=NC=C1C=1NC=CN1)NCCNC1=NC=C(C=C1)[N+](=O)[O-] ([4-(2,4-dichlorophenyl)-5-imidazol-2-ylpyrimidin-2-yl]{2-[(5-nitro(2-pyridyl))amino]ethyl}amine). Yields the product ClC1=C(C=CC(=C1)Cl)C1=NC(=NC=C1C=1NC=CN1)NCCNC1=NC=C(C=C1)C(F)(F)F ([4-(2,4-dichlorophenyl)-5-imidazol-2-ylpyrimidin-2-yl](2-{[5-(trifluoromethyl)(2-pyridyl)]amino}ethyl)amine). As a reaction SMILES: Cl[C:2]1[CH:7]=[CH:6][C:5]([C:8]([F:11])([F:10])[F:9])=[CH:4][N:3]=1.[Cl:12][C:13]1[CH:18]=[C:17]([Cl:19])[CH:16]=[CH:15][C:14]=1[C:20]1[C:25]([C:26]2[NH:27][CH:28]=[CH:29][N:30]=2)=[CH:24][N:23]=[C:22]([NH:31][CH2:32][CH2:33][NH:34]C2C=CC([N+]([O-])=O)=CN=2)[N:21]=1>>[Cl:12][C:13]1[CH:18]=[C:17]([Cl:19])[CH:16]=[CH:15][C:14]=1[C:20]1[C:25]([C:26]2[NH:30][CH:29]=[CH:28][N:27]=2)=[CH:24][N:23]=[C:22]([NH:31][CH2:32][CH2:33][NH:34][C:2]2[CH:7]=[CH:6][C:5]([C:8]([F:11])([F:10])[F:9])=[CH:4][N:3]=2)[N:21]=1. Reported procedure: [4-(2,4-dichlorophenyl)-5-imidazol-2-ylpyrimidin-2-yl](2-{[5-(trifluoromethyl)(2-pyridyl)]amino}ethyl)amine (71480) was prepared from 2-chloro-5-(trifluoro-methyl)pyridine using the general method for [4-(2,4-dichlorophenyl)-5-imidazol-2-ylpyrimidin-2-yl]{2-[(5-nitro(2-pyridyl))amino]ethyl}amine. Reactants: COc1ccc2c(c1)CCC=C2C#N, C1CCOC1, [Li]CCCC, CC#N, CC(C)NC(C)C. Product: COc1ccc2c(c1)CCC(CC#N)C2C#N. RXN SMILES: [C:16](#[N:17])[C:18]1=[CH:19][CH2:20][CH2:21][c:22]2[cH:23][c:24]([O:28][CH3:29])[cH:25][cH:26][c:27]21.[CH2:30]1[O:31][CH2:32][CH2:33][CH2:34]1.[CH2:8]([Li:9])[CH2:10][CH2:11][CH3:12].[CH3:13][C:14]#[N:15].[CH:1]([NH:2][CH:3]([CH3:4])[CH3:5])([CH3:6])[CH3:7]>>[CH:13]1([C:14]#[N:15])[CH:19]([CH2:18][C:16]#[N:17])[CH2:20][CH2:21][c:22]2[cH:23][c:24]([O:28][CH3:29])[cH:25][cH:26][c:27]21. The reactants are CCCCO, c1ccc(CN2CCNCC2)cc1, Fc1cccnc1Cl. Product: Fc1cccnc1N1CCN(Cc2ccccc2)CC1. As a reaction SMILES: [CH2:22]([OH:23])[CH2:24][CH2:25][CH3:26].[CH2:9]([c:10]1[cH:11][cH:12][cH:13][cH:14][cH:15]1)[N:16]1[CH2:17][CH2:18][NH:19][CH2:20][CH2:21]1.[Cl:1][c:2]1[n:3][cH:4][cH:5][cH:6][c:7]1[F:8]>>[c:2]1([N:19]2[CH2:18][CH2:17][N:16]([CH2:9][c:10]3[cH:11][cH:12][cH:13][cH:14][cH:15]3)[CH2:21][CH2:20]2)[n:3][cH:4][cH:5][cH:6][c:7]1[F:8]. Solvent: N1=CC=CC=C1 (pyridine). The product is BrC12CC3(CC(CC(C1)C3)C2)CNC(=O)N2C(=O)NC(=O)C(=C2)F (1-[N-(3-bromoadamantan-1-ylmethyl)carbamoyl]-5-fluorouracil). Starting materials: FC=1C(NC(NC1)=O)=O (5-fluorouracil), BrC12CC3(CC(CC(C1)C3)C2)CC(=O)O (3-bromoadamantan-1-ylacetic acid), C1(=CC=CC=C1)P(=O)(C1=CC=CC=C1)N=[N+]=[N-] (diphenyl phosphoryl azide), BrC12CC3(CC(CC(C1)C3)C2)CN=C=O (3-bromoadamantan-1-ylmethyl isocyanate). Procedure details: The reaction of 3-bromoadamantan-1-ylacetic acid and diphenyl phosphoryl azide in dry pyridine provided a solution comprising 3-bromoadamantan-1-ylmethyl isocyanate [I.R.: 2270 cm-1 ], which was reacted with 5-fluorouracil to provide 1-[N-(3-bromoadamantan-1-ylmethyl)carbamoyl]-5-fluorouracil substantially by the similar method to that of Example 45. RXN SMILES: BrC12CC3CC(CC(CC(O)=O)(C3)C1)C2.C1(P(N=[N+]=[N-])(C2C=CC=CC=2)=O)C=CC=CC=1.[Br:33][C:34]12[CH2:43][CH:38]3[CH2:39][CH:40]([CH2:42][C:36]([CH2:44][N:45]=[C:46]=[O:47])([CH2:37]3)[CH2:35]1)[CH2:41]2.[F:48][C:49]1[C:50](=[O:56])[NH:51][C:52](=[O:55])[NH:53][CH:54]=1>N1C=CC=CC=1>[Br:33][C:34]12[CH2:43][CH:38]3[CH2:39][CH:40]([CH2:42][C:36]([CH2:44][NH:45][C:46]([N:53]4[CH:54]=[C:49]([F:48])[C:50](=[O:56])[NH:51][C:52]4=[O:55])=[O:47])([CH2:37]3)[CH2:35]1)[CH2:41]2. Starting materials: COc1c(Sc2ccccc2F)cccc1C(C)O, O=S(Cl)Cl, c1ccncc1, c1ccccc1. Product: COc1c(Sc2ccccc2F)cccc1C(C)Cl. RXN SMILES: [CH3:1][O:2][c:3]1[c:4]([CH:17]([CH3:18])[OH:19])[cH:5][cH:6][cH:7][c:8]1[S:9][c:10]1[c:11]([F:16])[cH:12][cH:13][cH:14][cH:15]1.[S:20]([Cl:21])([Cl:22])=[O:23].[cH:24]1[cH:25][cH:26][n:27][cH:28][cH:29]1.[cH:30]1[cH:31][cH:32][cH:33][cH:34][cH:35]1>>[CH3:1][O:2][c:3]1[c:4]([CH:17]([CH3:18])[Cl:22])[cH:5][cH:6][cH:7][c:8]1[S:9][c:10]1[c:11]([F:16])[cH:12][cH:13][cH:14][cH:15]1.